From a dataset of the Open Reaction Database (ORD), a public repository of structured organic reaction records. describe an organic reaction: reactants, conditions, products, and yield RXN SMILES: [O:1]=[C:2]([C:9]1[CH:14]=[C:13]([F:15])[C:12]([F:16])=[C:11]([F:17])[C:10]=1[F:18])[CH2:3][C:4]([O:6][CH2:7][CH3:8])=[O:5].[C:19](OC(=O)C)(=O)C.C(OCC)(OCC)OCC.[NH2:36][C:37]([CH3:41])([CH3:40])[CH2:38][OH:39]>CCO.C(Cl)Cl>[OH:39][CH2:38][C:37]([NH:36]/[CH:19]=[C:3](/[C:2](=[O:1])[C:9]1[CH:14]=[C:13]([F:15])[C:12]([F:16])=[C:11]([F:17])[C:10]=1[F:18])\[C:4]([O:6][CH2:7][CH3:8])=[O:5])([CH3:41])[CH3:40] |f:4.5|. Product: OCC(C)(C)N\C=C(/C(=O)OCC)\C(C1=C(C(=C(C(=C1)F)F)F)F)=O ((Z)-ethyl 3-(1-hydroxy-2-methylpropan-2-ylamino)-2-(2,3,4,5-tetrafluorobenzoyl)acrylate). The solvent is CCO.C(Cl)Cl (EtOH DCM). Procedure: A stirred solution of commercially available ethyl 3-oxo-3-(2,3,4,5-tetrafluorophenyl)propanoate (6) (15 g, 56.8 mmol), acetic anhydride (13.4 mL, 142 mmol) and triethyl orthoformate (14.1 mL, 18 mmol) was heated at 120° C. for 1.5 h. The mixture was concentrated in vacuo and dried under high vacuum for 5 hours. 10.1 g (31.5 mmol) of the crude product were dissolved in EtOH/DCM (30 mL) and cooled to 0° C. 2-Amino-2-methylpropan-1-ol (3.36 mL, 34.7 mmol) was added very slowly to this solution. Af... Reaction conditions: temperature 0 celsius, time 30 minute. The reactants are O=C(CC(=O)OCC)C1=C(C(=C(C(=C1)F)F)F)F (ethyl 3-oxo-3-(2,3,4,5-tetrafluorophenyl)propanoate), C(C)(=O)OC(C)=O (acetic anhydride), C(OCC)(OCC)OCC (triethyl orthoformate), crude product, NC(CO)(C)C (2-Amino-2-methylpropan-1-ol). The reactants are COC(=O)c1[nH]c2cnccc2c1CN(C)C, CCOC(=O)C[N+](=O)[O-], Cc1ccccc1C. Product: CCOC(=O)C(Cc1c(C(=O)OC)[nH]c2cnccc12)[N+](=O)[O-]. Reaction SMILES: [CH3:1][N:2]([CH3:3])[CH2:4][c:5]1[c:6]([C:14](=[O:15])[O:16][CH3:17])[nH:7][c:8]2[cH:9][n:10][cH:11][cH:12][c:13]12.[N+:18](=[O:19])([O-:20])[CH2:21][C:22](=[O:23])[O:24][CH2:25][CH3:26].[c:27]1([CH3:28])[c:29]([CH3:30])[cH:31][cH:32][cH:33][cH:34]1>>[CH2:4]([c:5]1[c:6]([C:14](=[O:15])[O:16][CH3:17])[nH:7][c:8]2[cH:9][n:10][cH:11][cH:12][c:13]12)[CH:21]([N+:18](=[O:19])[O-:20])[C:22](=[O:23])[O:24][CH2:25][CH3:26]. The reactants are CC(=O)OC1CCC2(C)C(C1)CC(OC(C)=O)C1C2CC(O)C2(C)C(C(C)CC=C(c3ccccc3)c3ccccc3)CCC12, CCC(C)(C)C(=O)Cl, CCCCCC, c1cc(N2CCCC2)ccn1, c1ccncc1. Yields the product CCC(C)(C)C(=O)OC1CC2C(C(OC(C)=O)CC3CC(OC(C)=O)CCC32C)C2CCC(C(C)CC=C(c3ccccc3)c3ccccc3)C12C. Reaction SMILES: [C:1]([CH3:2])(=[O:3])[O:4][CH:5]1[CH2:6][CH:7]2[CH2:8][CH:9]([O:42][C:43]([CH3:44])=[O:45])[CH:10]3[CH:11]4[CH2:12][CH2:13][CH:14]([CH:25]([CH2:26][CH:27]=[C:28]([c:29]5[cH:30][cH:31][cH:32][cH:33][cH:34]5)[c:35]5[cH:36][cH:37][cH:38][cH:39][cH:40]5)[CH3:41])[C:15]4([CH3:16])[CH:17]([OH:24])[CH2:18][CH:19]3[C:20]2([CH3:23])[CH2:21][CH2:22]1.[CH3:57][C:58]([C:59](=[O:60])[Cl:61])([CH2:62][CH3:63])[CH3:64].[CH3:71][CH2:72][CH2:73][CH2:74][CH2:75][CH3:76].[N:46]1([c:47]2[cH:48][cH:49][n:50][cH:51][cH:52]2)[CH2:53][CH2:54][CH2:55][CH2:56]1.[cH:65]1[cH:66][cH:67][n:68][cH:69][cH:70]1>>[C:1]([CH3:2])(=[O:3])[O:4][CH:5]1[CH2:6][CH:7]2[CH2:8][CH:9]([O:42][C:43]([CH3:44])=[O:45])[CH:10]3[CH:11]4[CH2:12][CH2:13][CH:14]([CH:25]([CH2:26][CH:27]=[C:28]([c:29]5[cH:30][cH:31][cH:32][cH:33][cH:34]5)[c:35]5[cH:36][cH:37][cH:38][cH:39][cH:40]5)[CH3:41])[C:15]4([CH3:16])[CH:17]([O:24][C:59]([C:58]([CH3:57])([CH2:62][CH3:63])[CH3:64])=[O:60])[CH2:18][CH:19]3[C:20]2([CH3:23])[CH2:21][CH2:22]1. The reactants are C1(=CC=CC=C1)C(O)(C1=CC=CC=C1)C1=CC=CC=C1 (triphenyl carbinol), C(CC(=O)O)(=O)O (malonic acid), acid chloride, C12NCC(CC1)CC2 (2-azabicyclo[2. 2. 2]octane), C1=CC=CC=C1 (benzene). Run in C(C)O (ethanol). Product: C1(=CC=CC=C1)C(CC(=O)N1C2CCC(C1)CC2)(C2=CC=CC=C2)C2=CC=CC=C2 (2-(3,3,3-triphenylpropionyl)-2-azabicyclo[2. 2. 2]octane). As a reaction SMILES: [C:1]1([C:7]([C:15]2[CH:20]=[CH:19][CH:18]=[CH:17][CH:16]=2)([C:9]2[CH:14]=[CH:13][CH:12]=[CH:11][CH:10]=2)O)[CH:6]=[CH:5][CH:4]=[CH:3][CH:2]=1.C(O)(=O)[CH2:22][C:23](O)=[O:24].[CH:28]12[CH2:35][CH2:34][CH:31]([CH2:32][CH2:33]1)[CH2:30][NH:29]2.C1C=CC=CC=1>C(O)C>[C:1]1([C:7]([C:15]2[CH:20]=[CH:19][CH:18]=[CH:17][CH:16]=2)([C:9]2[CH:14]=[CH:13][CH:12]=[CH:11][CH:10]=2)[CH2:22][C:23]([N:29]2[CH2:30][CH:31]3[CH2:34][CH2:35][CH:28]2[CH2:33][CH2:32]3)=[O:24])[CH:6]=[CH:5][CH:4]=[CH:3][CH:2]=1. Reported procedure: A mixture of 2 parts of triphenyl carbinol and 8 parts of malonic acid are heated at 170° for 3 hours. This mixture is cooled and dissolved in hot ethanol. 3,3,3-Triphenylpropionic acid, melting at 182°, crystallizes from the ethanol upon cooling. 1 Part of 3,3,3-triphenylpropionic acid is refluxed with 5 parts of thionyl chloride for 4 hours and the excess thionyl chloride is removed in vacuum to provide the crude 3,3,3-triphenyl propionyl chloride. 1 Part of this acid chloride is reacted with ... Starting materials: C(C(=C)C)(=O)NCC(=O)OC1C(CC(CC1)CC[Si](O[Si](C)(C)C)(O[Si](C)(C)C)C)O (4-(2-(1,1,1,3,5,5,5-heptamethyltrisiloxan-3-yl)ethyl)-2-hydroxycyclohexyl 2-methacrylamidoacetate), C1(=CC=CC=C1)C (toluene), C1(CCC(=O)O1)=O (succinic anhydride), C1(O)=CC=C(O)C=C1 (hydroquinone). Run in C(Cl)(Cl)Cl (chloroform), C(C)N(CC)CC (triethylamine). Reaction conditions: temperature 62.5 celsius. The product is C[Si](O[Si](O[Si](C)(C)C)(C)CCC1CCC(C(C1)OC(CCC(=O)O)=O)OC(CNC(C(=C)C)=O)=O)(C)C (4-((5-(2-(1,1,1,3,5,5,5-heptamethyltrisiloxan-3-yl)ethyl)-2-(2-methacrylamidoacetoxy)cyclohexyl)oxy)-4-oxobutanoic acid). As a reaction SMILES: [C:1]([NH:6][CH2:7][C:8]([O:10][CH:11]1[CH2:16][CH2:15][CH:14]([CH2:17][CH2:18][Si:19]([CH3:30])([O:25][Si:26]([CH3:29])([CH3:28])[CH3:27])[O:20][Si:21]([CH3:24])([CH3:23])[CH3:22])[CH2:13][CH:12]1[OH:31])=[O:9])(=[O:5])[C:2]([CH3:4])=[CH2:3].C1(C)C=CC=CC=1.[C:39]1(=[O:45])[O:44][C:42](=[O:43])[CH2:41][CH2:40]1.C1(C=CC(O)=CC=1)O>C(Cl)(Cl)Cl.C(N(CC)CC)C>[CH3:29][Si:26]([CH3:27])([CH3:28])[O:25][Si:19]([CH2:18][CH2:17][CH:14]1[CH2:13][CH:12]([O:31][C:39](=[O:45])[CH2:40][CH2:41][C:42]([OH:44])=[O:43])[CH:11]([O:10][C:8](=[O:9])[CH2:7][NH:6][C:1](=[O:5])[C:2]([CH3:4])=[CH2:3])[CH2:16][CH2:15]1)([CH3:30])[O:20][Si:21]([CH3:24])([CH3:23])[CH3:22]. Reported procedure: 15 g of 4-(2-(1,1,1,3,5,5,5-heptamethyltrisiloxan-3-yl)ethyl)-2-hydroxycyclohexyl 2-methacrylamidoacetate and 4.6 g of toluene and succinic anhydride are further charged into a round bottom flask equipped with a stirring bar, a reflux condenser, and nitrogen inlet. To this, triethylamine and hydroquinone are added as a catalyst and radical scavenger, respectively, and the reaction mixture is heated to 60-65° C. After completion, the product was vacuum striped, re-dissolved in chloroform, and was... Starting materials: O=C([O-])[O-], O=[N+]([O-])c1ccc(Cl)cc1Cl, Cl, [K+], [K+], CN(C)C=O, Cc1cc(O)n[nH]1. The product is Cc1cc(Oc2ccc([N+](=O)[O-])c(Cl)c2)n[nH]1. As a reaction SMILES: [C:1](=[O:2])([O-:3])[O-:4].[Cl:7][c:8]1[c:9]([N+:15](=[O:16])[O-:17])[cH:10][cH:11][c:12]([Cl:14])[cH:13]1.[ClH:25].[K+:5].[K+:6].[O:26]=[CH:27][N:28]([CH3:29])[CH3:30].[OH:18][c:19]1[n:20][nH:21][c:22]([CH3:24])[cH:23]1>>[Cl:7][c:8]1[c:9]([N+:15](=[O:16])[O-:17])[cH:10][cH:11][c:12]([O:18][c:19]2[n:20][nH:21][c:22]([CH3:24])[cH:23]2)[cH:13]1. The reactants are CC(=O)O[BH-](OC(C)=O)OC(C)=O, Cc1c(Cc2ccccc2)nnc(N2CCNCC2)c1C, C1CCOC1, CC(=O)O, O=Cc1ccccc1, ClCCl, [Na+]. The product is Cc1c(Cc2ccccc2)nnc(N2CCN(Cc3ccccc3)CC2)c1C. As a reaction SMILES: [C:35]([O:36][BH-:37]([O:38][C:39](=[O:40])[CH3:41])[O:42][C:43](=[O:44])[CH3:45])(=[O:46])[CH3:47].[CH2:1]([c:2]1[cH:3][cH:4][cH:5][cH:6][cH:7]1)[c:8]1[n:9][n:10][c:11]([N:16]2[CH2:17][CH2:18][NH:19][CH2:20][CH2:21]2)[c:12]([CH3:15])[c:13]1[CH3:14].[CH2:22]1[O:23][CH2:24][CH2:25][CH2:26]1.[CH3:52][C:53](=[O:54])[OH:55].[CH:27](=[O:28])[c:29]1[cH:30][cH:31][cH:32][cH:33][cH:34]1.[Cl:49][CH2:50][Cl:51].[Na+:48]>>[CH2:1]([c:2]1[cH:3][cH:4][cH:5][cH:6][cH:7]1)[c:8]1[n:9][n:10][c:11]([N:16]2[CH2:17][CH2:18][N:19]([CH2:27][c:29]3[cH:30][cH:31][cH:32][cH:33][cH:34]3)[CH2:20][CH2:21]2)[c:12]([CH3:15])[c:13]1[CH3:14]. Reactants: FC1=C(C=CC(=C1)F)C1=C(C=C(C=C1)C(C(=O)O)C)O (2-(2',4'-difluoro-2-hydroxy-4-biphenylyl)propionic acid), S(O)(O)(=O)=O (sulphuric acid), C(C)O (ethanol). Yields the product FC1=C(C=CC(=C1)F)C1=C(C=C(C=C1)C(C(=O)OCC)C)O (ethyl 2-(2',4'-difluoro-2-hydroxy-4-biphenylyl)propionate). RXN SMILES: [F:1][C:2]1[CH:7]=[C:6]([F:8])[CH:5]=[CH:4][C:3]=1[C:9]1[CH:14]=[CH:13][C:12]([CH:15]([CH3:19])[C:16]([OH:18])=[O:17])=[CH:11][C:10]=1[OH:20].S(=O)(=O)(O)O.[CH2:26](O)[CH3:27]>>[F:1][C:2]1[CH:7]=[C:6]([F:8])[CH:5]=[CH:4][C:3]=1[C:9]1[CH:14]=[CH:13][C:12]([CH:15]([CH3:19])[C:16]([O:18][CH2:26][CH3:27])=[O:17])=[CH:11][C:10]=1[OH:20]. Procedure details: A solution of 2-(2',4'-difluoro-2-hydroxy-4-biphenylyl)propionic acid (4.5 g.) in absolute ethanol (50 ml.) containing concentrated sulphuric acid (2 ml.) was refluxed overnight (16 hours). After distillation of ethanol the residue was poured onto ice-water and the product was isolated in ether. The extracts were washed with dilute sodium bicarbonate dried and evaporated. The solid residue thus obtained was purified by two crystallisations from light petrol (b.p. 62°-68° C.), to give ethyl 2-(2'...